This data is from the Open Reaction Database (ORD), a public repository of structured organic reaction records. The task is: describe an organic reaction: reactants, conditions, products, and yield Reactants: BrCC=1C=CC2=C(OCCC3=C2SC(=C3)C(=O)N(C)C3=C(C=CC=C3)Cl)C1 (8-(Bromomethyl)-N-(2-chlorophenyl)-N-methyl-4,5-dihydrobenzo[b]thieno[2,3-d]oxepine-2-carboxamide), CN(CCN)C (N1,N1-dimethylethane-1,2-diamine). The product is ClC1=C(C=CC=C1)N(C(=O)C1=CC2=C(C3=C(OCC2)C=C(C=C3)CNCCN(C)C)S1)C (N-(2-chlorophenyl)-8-((2-(dimethylamino)ethylamino)methyl)-N-methyl-4,5-dihydrobenzo[b]thieno[2,3-d]oxepine-2-carboxamide). Reaction SMILES: Br[CH2:2][C:3]1[CH:4]=[CH:5][C:6]2[C:12]3[S:13][C:14]([C:16]([N:18]([C:20]4[CH:25]=[CH:24][CH:23]=[CH:22][C:21]=4[Cl:26])[CH3:19])=[O:17])=[CH:15][C:11]=3[CH2:10][CH2:9][O:8][C:7]=2[CH:27]=1.[CH3:28][N:29]([CH3:33])[CH2:30][CH2:31][NH2:32]>>[Cl:26][C:21]1[CH:22]=[CH:23][CH:24]=[CH:25][C:20]=1[N:18]([CH3:19])[C:16]([C:14]1[S:13][C:12]2[C:6]3[CH:5]=[CH:4][C:3]([CH2:2][NH:32][CH2:31][CH2:30][N:29]([CH3:33])[CH3:28])=[CH:27][C:7]=3[O:8][CH2:9][CH2:10][C:11]=2[CH:15]=1)=[O:17]. Procedure: 8-(Bromomethyl)-N-(2-chlorophenyl)-N-methyl-4,5-dihydrobenzo[b]thieno[2,3-d]oxepine-2-carboxamide was reacted with N1,N1-dimethylethane-1,2-diamine using the procedure of Example 153 to give 197.